This data is from the Open Reaction Database (ORD), a public repository of structured organic reaction records. The task is: describe an organic reaction: reactants, conditions, products, and yield Reactants: NC1=C(C=C(C=N1)C=1C=CC2=C(CN(CCO2)C(=O)OC(C)(C)C)C1)[N+](=O)[O-] (tert-butyl 7-(6-amino-5-nitropyridin-3-yl)-2,3-dihydro-1,4-benzoxazepine-4(5H)-carboxylate), ClC1=NC(=NC2=CC(=CC=C12)OC)C (4-chloro-7-methoxy-2-methylquinazoline). Yields the product C(C)NC=1NC=2C(=NC=C(C2)C=2C=CC3=C(CN(CCO3)C3=NC(=NC4=CC(=CC=C34)OC)C)C2)N1 (N-ethyl-6-{4-[2-methyl-7-(methyloxy)quinazolin-4-yl]-2,3,4,5-tetrahydro-1,4-benzoxazepin-7-yl}-1H-imidazo[4,5-b]pyridin-2-amine). RXN SMILES: [NH2:1][C:2]1[N:7]=[CH:6][C:5]([C:8]2[CH:9]=[CH:10][C:11]3[O:17][CH2:16][CH2:15][N:14]([C:18](OC(C)(C)C)=O)[CH2:13][C:12]=3[CH:25]=2)=[CH:4][C:3]=1[N+:26]([O-])=O.ClC1[C:39]2[C:34](=[CH:35][C:36]([O:40][CH3:41])=[CH:37][CH:38]=2)[N:33]=[C:32]([CH3:42])[N:31]=1>>[CH2:6]([NH:7][C:2]1[NH:26][C:3]2[C:2]([N:1]=1)=[N:7][CH:6]=[C:5]([C:8]1[CH:9]=[CH:10][C:11]3[O:17][CH2:16][CH2:15][N:14]([C:18]4[C:39]5[C:34](=[CH:35][C:36]([O:40][CH3:41])=[CH:37][CH:38]=5)[N:33]=[C:32]([CH3:42])[N:31]=4)[CH2:13][C:12]=3[CH:25]=1)[CH:4]=2)[CH3:5]. Reported procedure: Prepared according to the method of example 11 by using tert-butyl 7-(6-amino-5-nitropyridin-3-yl)-2,3-dihydro-1,4-benzoxazepine-4(5H)-carboxylate (Example 26) in step 1 and 4-chloro-7-methoxy-2-methylquinazoline in step 4. 1H NMR (400 MHz, DMSO-d6) δ 8.22 (s, 0.5H), 8.07 (s, 0.5H), 7.90 (d, 1H), 7.68-7.42 (m, 3H), 7.17-6.84 (m, 4H), 5.00 (s, 2H), 4.47-4.39 (m, 2H), 4.18-4.10 (m, 2H), 3.88 (s, 3H), 3.40-3.30 (m, 2H), 2.43 (s, 3H), 1.26-1.13 (m, 3H); MS (EI) for C27H27N7O2: 482 (MH+).